Dataset: the Open Reaction Database (ORD), a public repository of structured organic reaction records. Task: describe an organic reaction: reactants, conditions, products, and yield Reactants: N1C=CC2=NC=CC=C21 (1H-Pyrrolo[3,2-b]pyridine), [H-].[Na+] (Sodium hydride), C1(=CC=CC=C1)S(=O)(=O)Cl (Benzenesulphonyl chloride). Run in CS(=O)C (DMSO), CCCCCC (hexane). Reaction conditions: time 15 minute. Product: C1(=CC=CC=C1)S(=O)(=O)N1C=CC2=NC=CC=C21 (1-Benzenesulfonyl-1H-pyrrolo[3,2-b]pyridine). Yield: 82.5%. As a reaction SMILES: [H-].[Na+].[NH:3]1[C:11]2[C:6](=[N:7][CH:8]=[CH:9][CH:10]=2)[CH:5]=[CH:4]1.[C:12]1([S:18](Cl)(=[O:20])=[O:19])[CH:17]=[CH:16][CH:15]=[CH:14][CH:13]=1>CCCCCC.CS(C)=O>[C:12]1([S:18]([N:3]2[C:11]3[C:6](=[N:7][CH:8]=[CH:9][CH:10]=3)[CH:5]=[CH:4]2)(=[O:20])=[O:19])[CH:17]=[CH:16][CH:15]=[CH:14][CH:13]=1 |f:0.1|. Procedure: Sodium hydride (60% in mineral oil, 203 mg, 5.08 mmol) was washed twice with hexane, and the residue suspended in DMSO (5 ml). 1H-Pyrrolo[3,2-b]pyridine (500 mg, 4.24 mmol) was added and the reaction stirred for 15 minutes. Benzenesulphonyl chloride (749 mg, 4.42 mmol) was added rapidly and the reaction stirred for 0.5 h. After quenching with water the product was extracted into EtOAc, dried (Na2SO4) and concentrated in vacuo. Chromatography (EtOAc, silica) yielded the title compound as a white ... The product is COc1ccc2nnc(=O)n(CCN3CCC(NC(=O)OC(C)(C)C)CC3)c2c1. Starting materials: COc1ccc2nnc(=O)n(CC=O)c2c1, CO, ClC(Cl)Cl, CC(C)(C)OC(=O)NC1CCNCC1, [Na+], O=C([O-])O. As a reaction SMILES: [CH3:1][O:2][c:3]1[cH:4][cH:5][c:6]2[c:7]([n:8]([CH2:13][CH:14]=[O:15])[c:9](=[O:12])[n:10][n:11]2)[cH:16]1.[CH3:40][OH:41].[CH:36]([Cl:37])([Cl:38])[Cl:39].[NH:17]1[CH2:18][CH2:19][CH:20]([NH:23][C:24]([O:25][C:26]([CH3:27])([CH3:28])[CH3:29])=[O:30])[CH2:21][CH2:22]1.[Na+:35].[O-:31][C:32]([OH:33])=[O:34]>>[CH3:1][O:2][c:3]1[cH:4][cH:5][c:6]2[c:7]([n:8]([CH2:13][CH2:14][N:17]3[CH2:18][CH2:19][CH:20]([NH:23][C:24]([O:25][C:26]([CH3:27])([CH3:28])[CH3:29])=[O:30])[CH2:21][CH2:22]3)[c:9](=[O:12])[n:10][n:11]2)[cH:16]1. Starting materials: COC(CCC1CC(CC(C1)C)=O)(C)C (3-(3-methoxy-3-methylbut-1-yl)-5-methylcyclohexan-1-one), [H-].[Al+3].[Li+].[H-].[H-].[H-] (lithium aluminum hydride). Solvent: O1CCCC1 (tetrahydrofuran), O1CCCC1 (tetrahydrofuran). Reaction conditions: temperature 0 celsius, time 16 hour. Product: COC(CCC1CC(CC(C1)C)O)(C)C (3-(3-methoxy-3-methylbutyl)-5-methylcyclohexanol). Yield: 77.8%. RXN SMILES: [CH3:1][O:2][C:3]([CH3:15])([CH3:14])[CH2:4][CH2:5][CH:6]1[CH2:11][CH:10]([CH3:12])[CH2:9][C:8](=[O:13])[CH2:7]1.[H-].[Al+3].[Li+].[H-].[H-].[H-]>O1CCCC1>[CH3:1][O:2][C:3]([CH3:14])([CH3:15])[CH2:4][CH2:5][CH:6]1[CH2:11][CH:10]([CH3:12])[CH2:9][CH:8]([OH:13])[CH2:7]1 |f:1.2.3.4.5.6|. Procedure: A solution of 3-(3-methoxy-3-methylbut-1-yl)-5-methylcyclohexan-1-one (0.50 g, 0.0024 mol) in tetrahydrofuran (1 mL) was added to a suspension of lithium aluminum hydride (0.10 g, 0.0027 mol) in tetrahydrofuran (1 mL) cooled to 0° C. The mixture was stirred at 20° C. for 16 h. Subsequent workup yielded 3-(3-methoxy-3-methylbutyl)-5-methylcyclohexanol (0.40 g) as a mixture of four diastereoisomers (ratio 2.8:15.3:79.2:2.8).